From a dataset of the Open Reaction Database (ORD), a public repository of structured organic reaction records. describe an organic reaction: reactants, conditions, products, and yield The reactants are intermediate 46, C(C)(C)(C)OC(=O)NCCCCCCC(=O)NC=1SC2=C(N1)C=CC(=C2)OS(=O)(=O)C2=CC=C(C=C2)F (4-fluorobenzenesulfonic acid 2-(7-tert-butoxycarbonylaminoheptanoylamino)benzothiazol-6-yl ester), NC=1SC2=C(N1)C=CC(=C2)OS(=O)(=O)C2=CC=C(C=C2)F (4-fluorobenzenesulfonic acid 2-aminobenzothiazol-6-yl ester), NC=1SC2=C(N1)C=CC(=C2)OS(=O)(=O)C2=CC=C(C=C2)F (4-fluorobenzenesulfonic acid 2-aminobenzothiazol-6-yl ester), C(=O)(OC(C)(C)C)C(C(=O)O)CCCCCN (BOC-7-amino-heptanoic acid). Product: C(C)(C)(C)OC(CCCCCC(=O)NC=1SC2=C(N1)C=CC(=C2)OS(=O)(=O)C2=CC=C(C=C2)F)N=C=O (4-fluorobenzenesulfonic acid 2-(7-tert-butoxy-carbonylaminoheptanoylamino)benzothiazol-6-yl ester). RXN SMILES: C(O[C:6]([NH:8][CH2:9][CH2:10][CH2:11][CH2:12][CH2:13][CH2:14][C:15]([NH:17][C:18]1[S:19][C:20]2[CH:26]=[C:25]([O:27][S:28]([C:31]3[CH:36]=[CH:35][C:34]([F:37])=[CH:33][CH:32]=3)(=[O:30])=[O:29])[CH:24]=[CH:23][C:21]=2[N:22]=1)=[O:16])=[O:7])(C)(C)C.NC1SC2C=C(OS(C3C=CC(F)=CC=3)(=O)=O)C=CC=2N=1.C(C(CCCCCN)C(O)=O)([O:61][C:62]([CH3:65])([CH3:64])[CH3:63])=O>>[C:62]([O:61][CH:9]([N:8]=[C:6]=[O:7])[CH2:10][CH2:11][CH2:12][CH2:13][CH2:14][C:15]([NH:17][C:18]1[S:19][C:20]2[CH:26]=[C:25]([O:27][S:28]([C:31]3[CH:36]=[CH:35][C:34]([F:37])=[CH:33][CH:32]=3)(=[O:29])=[O:30])[CH:24]=[CH:23][C:21]=2[N:22]=1)=[O:16])([CH3:65])([CH3:64])[CH3:63]. Procedure: According to the method of intermediate 46, 4-fluorobenzenesulfonic acid 2-(7-tert-butoxycarbonylaminoheptanoylamino)benzothiazol-6-yl ester is prepared via the action of 4-fluorobenzenesulfonic acid 2-aminobenzothiazol-6-yl ester (intermediate 16, brevetbenzothiazole_V2) with BOC-7-amino-heptanoic acid to give 0.164 g of product. Starting materials: NC1=NC(=C(C(N1CC)=O)C1=CNC(C=C1)=O)C1=CC(=CC=C1)F (2-amino-3-ethyl-6-(3-fluorophenyl)-5-(6-oxo-1,6-dihydro-3-pyridinyl)-3,4-dihydro-4-pyrimidinone), C([O-])([O-])=O.[K+].[K+] (potassium carbonate), IC (iodomethane). Solvent: CS(=O)C (dimethyl sulfoxide). Run at temperature 50 celsius, time 16 hour. Yields the product NC1=NC(=C(C(N1CC)=O)C1=CN(C(C=C1)=O)C)C1=CC(=CC=C1)F (2-Amino-3-ethyl-6-(3-fluorophenyl)-5-(1-methyl-6-oxo-1,6-dihydro-3-pyridinyl)-3,4-dihydro-4-pyrimidinone). Isolated yield 19.6%. As a reaction SMILES: [NH2:1][C:2]1[N:7]([CH2:8][CH3:9])[C:6](=[O:10])[C:5]([C:11]2[CH:16]=[CH:15][C:14](=[O:17])[NH:13][CH:12]=2)=[C:4]([C:18]2[CH:23]=[CH:22][CH:21]=[C:20]([F:24])[CH:19]=2)[N:3]=1.[C:25](=O)([O-])[O-].[K+].[K+].IC>CS(C)=O>[NH2:1][C:2]1[N:7]([CH2:8][CH3:9])[C:6](=[O:10])[C:5]([C:11]2[CH:16]=[CH:15][C:14](=[O:17])[N:13]([CH3:25])[CH:12]=2)=[C:4]([C:18]2[CH:23]=[CH:22][CH:21]=[C:20]([F:24])[CH:19]=2)[N:3]=1 |f:1.2.3|. Reported procedure: To a solution of 2-amino-3-ethyl-6-(3-fluorophenyl)-5-(6-oxo-1,6-dihydro-3-pyridinyl)-3,4-dihydro-4-pyrimidinone (20 mg, 0.06 mmol) in dimethyl sulfoxide (1 mL) were added potassium carbonate (20 mg, 0.12 mmol) and iodomethane (20 μL, 0.30 mmol), followed by stirring at 50° C. for 16 hours. After filtering off the insoluble matters, the filtrate was purified by HPLC, to give the title compound (4 mg). The reactants are C(#N)C1(CC1)NC([C@H](CC(C)C)N[C@H](C=1SC=CN1)C1=CC=C(C=C1)Br)=O ((2S)-2-{(S)-[(4-bromophenyl)-thiazol-2-yl-methyl]-amino}-4-methylpentanoic acid (1-cyanocyclopropyl)-amide), FC1=C(C=CC(=C1)F)B(O)O (2,4-difluorobenzeneboronic acid). The reagents and catalysts are C1=CC=C(C=C1)P([C-]2C=CC=C2)C3=CC=CC=C3.C1=CC=C(C=C1)P([C-]2C=CC=C2)C3=CC=CC=C3.Cl[Pd]Cl.[Fe+2] ([1,1′-bis(diphenylphosphino)ferrocene]dichloropalladium(II)). Product: C(#N)C1(CC1)NC([C@H](CC(C)C)N[C@H](C=1SC=CN1)C1=CC=C(C=C1)C1=C(C=C(C=C1)F)F)=O ((2S)-2-{(S)-[(2′,4′-difluorobiphenyl-4-yl)-thiazol-2-yl-methyl]-amino}-4-methylpentanoic acid (1-cyanocyclopropyl)-amide). RXN SMILES: [C:1]([C:3]1([NH:6][C:7](=[O:27])[C@@H:8]([NH:13][C@@H:14]([C:20]2[CH:25]=[CH:24][C:23](Br)=[CH:22][CH:21]=2)[C:15]2[S:16][CH:17]=[CH:18][N:19]=2)[CH2:9][CH:10]([CH3:12])[CH3:11])[CH2:5][CH2:4]1)#[N:2].[F:28][C:29]1[CH:34]=[C:33]([F:35])[CH:32]=[CH:31][C:30]=1B(O)O>C1C=CC(P(C2C=CC=CC=2)[C-]2C=CC=C2)=CC=1.C1C=CC(P(C2C=CC=CC=2)[C-]2C=CC=C2)=CC=1.Cl[Pd]Cl.[Fe+2]>[C:1]([C:3]1([NH:6][C:7](=[O:27])[C@@H:8]([NH:13][C@@H:14]([C:20]2[CH:25]=[CH:24][C:23]([C:32]3[CH:31]=[CH:30][C:29]([F:28])=[CH:34][C:33]=3[F:35])=[CH:22][CH:21]=2)[C:15]2[S:16][CH:17]=[CH:18][N:19]=2)[CH2:9][CH:10]([CH3:12])[CH3:11])[CH2:5][CH2:4]1)#[N:2] |f:2.3.4.5|. Procedure details: The title compound was prepared via the Suzuki cross-coupling of (2S)-2-{(S)-[(4-bromophenyl)-thiazol-2-yl-methyl]-amino}-4-methylpentanoic acid (1-cyanocyclopropyl)-amide with 2,4-difluorobenzeneboronic acid, in the presence of [1,1′-bis(diphenylphosphino)ferrocene]dichloropalladium(II), dichloromethane complex. MS (−ESI): 479 [M−1]− Reactants: FC(C=1C=C(CN(C(C)=O)C2C3=C(N(CCC2)C(CC(C)=O)=O)C=C(C=C3)Cl)C=C(C1)C(F)(F)F)(F)F (N-(3,5-Bis-trifluoromethyl-benzyl)-N-[8-chloro-1-(3-oxo-butyryl)-2,3,4,5-tetrahydro-1H-benzo[b]azepin-5-yl]-acetamide), Cl.NO (hydroxylamine hydrochloride), CC(=O)[O-].[Na+] (NaOAc). Solvent: O (water), CO (MeOH). Conditions: temperature 70 celsius, time 12 hour. Yields the product FC(C=1C=C(CN(C(C)=O)C2C3=C(N(CCC2)C2=CC(=NO2)C)C=C(C=C3)Cl)C=C(C1)C(F)(F)F)(F)F (N-(3,5-Bis-trifluoromethyl-benzyl)-N-[8-chloro-1-(3-methyl-isoxazol-5-yl)-2,3,4,5-tetrahydro-1H-benzo[b]azepin-5-yl]-acetamide). As a reaction SMILES: [F:1][C:2]([F:37])([F:36])[C:3]1[CH:4]=[C:5]([CH:29]=[C:30]([C:32]([F:35])([F:34])[F:33])[CH:31]=1)[CH2:6][N:7]([CH:11]1[CH2:17][CH2:16][CH2:15][N:14]([C:18](=[O:23])[CH2:19][C:20](=O)[CH3:21])[C:13]2[CH:24]=[C:25]([Cl:28])[CH:26]=[CH:27][C:12]1=2)[C:8](=[O:10])[CH3:9].Cl.[NH2:39]O.CC([O-])=O.[Na+]>CO.O>[F:36][C:2]([F:37])([F:1])[C:3]1[CH:4]=[C:5]([CH:29]=[C:30]([C:32]([F:35])([F:34])[F:33])[CH:31]=1)[CH2:6][N:7]([CH:11]1[CH2:17][CH2:16][CH2:15][N:14]([C:18]2[O:23][N:39]=[C:20]([CH3:21])[CH:19]=2)[C:13]2[CH:24]=[C:25]([Cl:28])[CH:26]=[CH:27][C:12]1=2)[C:8](=[O:10])[CH3:9] |f:1.2,3.4|. Procedure details: To a mixture of N-(3,5-Bis-trifluoromethyl-benzyl)-N-[8-chloro-1-(3-oxo-butyryl)-2,3,4,5-tetrahydro-1H-benzo[b]azepin-5-yl]-acetamide (0.13 mmol, 72 mg), hydroxylamine hydrochloride (1.3 mmol, 90 mg) in MeOH (2 mL) was added NaOAc (20 mg) at room temperature. The resulting suspension was stirred vigorously at 70° C. for 12 h. After completion, the mixture was diluted with water (20 mL), extracted with EtOAc (3×20 mL). The combined organic layers were washed with water and brine, dried over Na2SO... Procedure details: A solution of 150 mg. of 1-N-[(S)-4-amino-2-hydroxybutyryl]kanamycin A (BB-K8; U.S. Pat. No. 3,781,268) in 10 ml. of trifluoroacetic acid was prepared at 0° C. The solution was evaporated to dryness in vacuo and dried under high vacuum at 20° C. for 15 minutes to yield a glassy solid. This was dissolved in dry tetrahydrofuran (5 ml.) and a 1 M solution of diborane in tetrahydrofuran (20 ml.) was added in portions, under an atmosphere of nitrogen. The resulting clear solution was heated at 50° C.... RXN SMILES: CC(OCC1C2C(=CC=CC=2)C(COC(C)=O)=C2C=1C=CC=C2)=O.[CH2:25]1[C@@H:30]([NH:31][C:32]([C@@H:34]([OH:38])[CH2:35][CH2:36][NH2:37])=[O:33])[C@H:29]([O:39][C@H:40]2[O:45][C@H:44]([CH2:46][OH:47])[C@@H:43]([OH:48])[C@H:42]([NH2:49])[C@H:41]2[OH:50])[C@@H:28]([OH:51])[C@H:27]([O:52][C@H:53]2[O:58][C@H:57]([CH2:59][NH2:60])[C@@H:56]([OH:61])[C@H:55]([OH:62])[C@H:54]2[OH:63])[C@H:26]1[NH2:64].[OH:65][S:66]([OH:69])(=[O:68])=[O:67]>>[CH2:25]1[C@@H:30]([NH:31][C:32]([C@@H:34]([OH:38])[CH2:35][CH2:36][NH2:37])=[O:33])[C@H:29]([O:39][C@H:40]2[O:45][C@H:44]([CH2:46][OH:47])[C@@H:43]([OH:48])[C@H:42]([NH2:49])[C@H:41]2[OH:50])[C@@H:28]([OH:51])[C@H:27]([O:52][C@H:53]2[O:58][C@H:57]([CH2:59][NH2:60])[C@@H:56]([OH:61])[C@H:55]([OH:62])[C@H:54]2[OH:63])[C@H:26]1[NH2:64].[OH:68][S:66]([OH:69])(=[O:67])=[O:65].[CH2:25]1[C@H:26]([NH2:64])[C@@H:27]([O:52][C@@H:53]2[O:58][C@@H:57]([CH2:59][NH2:60])[C@H:56]([OH:61])[C@@H:55]([OH:62])[C@@H:54]2[OH:63])[C@H:28]([OH:51])[C@@H:29]([O:39][C@H:40]2[O:45][C@H:44]([CH2:46][OH:47])[C@@H:43]([OH:48])[C@H:42]([NH2:49])[C@H:41]2[OH:50])[C@@H:30]1[NH2:31] |f:1.2,3.4|. The reactants are C1[C@@H]([C@H]([C@@H]([C@H]([C@@H]1NC(=O)[C@H](CCN)O)O[C@@H]2[C@@H]([C@H]([C@@H]([C@H](O2)CO)O)N)O)O)O[C@@H]3[C@@H]([C@H]([C@@H]([C@H](O3)CN)O)O)O)N.OS(=O)(=O)O (BB-K8), amide carbonyl, CC(=O)OCC1=C2C=CC=CC2=C(C3=CC=CC=C31)COC(=O)C (acetic), formic acids. The product is C1[C@@H]([C@H]([C@@H]([C@H]([C@@H]1NC(=O)[C@H](CCN)O)O[C@@H]2[C@@H]([C@H]([C@@H]([C@H](O2)CO)O)N)O)O)O[C@@H]3[C@@H]([C@H]([C@@H]([C@H](O3)CN)O)O)O)N.OS(=O)(=O)O (BB-K8), C1[C@H]([C@@H]([C@H]([C@@H]([C@H]1N)O[C@H]2[C@H]([C@@H]([C@H]([C@@H](O2)CN)O)O)O)O)O[C@@H]3[C@@H]([C@H]([C@@H]([C@H](O3)CO)O)N)O)N (kanamycin A). Reaction conditions: time 45 minute. Reactants: BrC=1C(=C2CC[C@@H](N(C2=CC1)C(=O)OC)C)OC1=C(C=C(C=C1)Cl)C#N ((S)-methyl 6-bromo-5-(4-chloro-2-cyanophenoxy)-2-methyl-3,4-dihydroquinoline-1(2H)-carboxylate), CC1(OB(OC1(C)C)C=1C=NN(C1)C1CCN(CC1)C(=O)OC(C)(C)C)C (tert-butyl 4-(4-(4,4,5,5-tetramethyl-1,3,2-dioxaborolan-2-yl)-1H-pyrazol-1-yl)piperidine-1-carboxylate), C([O-])([O-])=O.[Cs+].[Cs+] (cesium carbonate). Reagents/catalysts: CC(C)C1=CC(=C(C(=C1)C(C)C)C2=CC(=CC=C2)P(C3CCCCC3)C4CCCCC4)C(C)C.C1=CC=C([C-]=C1)C2=CC=CC=C2N.Cl[Pd+] (chloro(2-dicyclohexylphosphino-2′,4′,6′-tri-i-propyl-1,1′-biphenyl)(2′-amino-1,1′-biphenyl-2-yl) palladium(II)). The solvent is O1CCOCC1 (dioxane), O (water). Run at temperature 100 celsius. Yields the product C(C)(C)(C)OC(=O)N1CCC(CC1)N1N=CC(=C1)C=1C(=C2CC[C@@H](N(C2=CC1)C(=O)OC)C)OC1=C(C=C(C=C1)Cl)C#N ((S)-methyl 6-(1-(1-(tert-butoxycarbonyl)piperidin-4-yl)-1H-pyrazol-4-yl)-5-(4-chloro-2-cyanophenoxy)-2-methyl-3,4-dihydroquinoline-1(2H)-carboxylate). Isolated yield 60.3%. Reaction SMILES: Br[C:2]1[C:3]([O:17][C:18]2[CH:23]=[CH:22][C:21]([Cl:24])=[CH:20][C:19]=2[C:25]#[N:26])=[C:4]2[C:9](=[CH:10][CH:11]=1)[N:8]([C:12]([O:14][CH3:15])=[O:13])[C@@H:7]([CH3:16])[CH2:6][CH2:5]2.CC1(C)C(C)(C)OB([C:35]2[CH:36]=[N:37][N:38]([CH:40]3[CH2:45][CH2:44][N:43]([C:46]([O:48][C:49]([CH3:52])([CH3:51])[CH3:50])=[O:47])[CH2:42][CH2:41]3)[CH:39]=2)O1.C(=O)([O-])[O-].[Cs+].[Cs+]>CC(C1C=C(C(C)C)C(C2C=CC=C(P(C3CCCCC3)C3CCCCC3)C=2)=C(C(C)C)C=1)C.C1C=[C-]C(C2C(N)=CC=CC=2)=CC=1.Cl[Pd+].O1CCOCC1.O>[C:49]([O:48][C:46]([N:43]1[CH2:42][CH2:41][CH:40]([N:38]2[CH:39]=[C:35]([C:2]3[C:3]([O:17][C:18]4[CH:23]=[CH:22][C:21]([Cl:24])=[CH:20][C:19]=4[C:25]#[N:26])=[C:4]4[C:9](=[CH:10][CH:11]=3)[N:8]([C:12]([O:14][CH3:15])=[O:13])[C@@H:7]([CH3:16])[CH2:6][CH2:5]4)[CH:36]=[N:37]2)[CH2:45][CH2:44]1)=[O:47])([CH3:52])([CH3:50])[CH3:51] |f:2.3.4,5.6.7|. Procedure: A mixture of (S)-methyl 6-bromo-5-(4-chloro-2-cyanophenoxy)-2-methyl-3,4-dihydroquinoline-1(2H)-carboxylate (0.068 g, 0.156 mmol), tert-butyl 4-(4-(4,4,5,5-tetramethyl-1,3,2-dioxaborolan-2-yl)-1H-pyrazol-1-yl)piperidine-1-carboxylate (0.065 g, 0.172 mmol), XPhos Precatalyst 2nd Generation (0.012 g, 0.016 mmol), and cesium carbonate (0.153 g, 0.468 mmol) in dioxane (2.0 mL) and water (0.400 mL) was heated in the microwave at 100° C. for 2 h. The reaction mixture was filtered through Celite and co... Starting materials: ice, C1(=C(C(=CC(=C1)C)C)S(=O)(=O)Cl)C (2-Mesitylenesulfonyl chloride), N1CCC(CC1)CCO (4-piperidine-ethanol). Run in N1=CC=CC=C1 (pyridine), N1=CC=CC=C1 (pyridine). Run at time 44 hour. Yields the product CC1=C(C(=CC(=C1)C)C)S(=O)(=O)N1CCC(CC1)CCOS(=O)(=O)C1=C(C=C(C=C1C)C)C (N,O-Bis(2,4,6-trimethylbenzenesulfonyl)-4-piperidineethanol). As a reaction SMILES: [C:1]1([CH3:13])[CH:6]=[C:5]([CH3:7])[CH:4]=[C:3]([CH3:8])[C:2]=1[S:9](Cl)(=[O:11])=[O:10].[NH:14]1[CH2:19][CH2:18][CH:17]([CH2:20][CH2:21][OH:22])[CH2:16][CH2:15]1>N1C=CC=CC=1>[CH3:13][C:1]1[CH:6]=[C:5]([CH3:7])[CH:4]=[C:3]([CH3:8])[C:2]=1[S:9]([N:14]1[CH2:19][CH2:18][CH:17]([CH2:20][CH2:21][O:22][S:9]([C:2]2[C:3]([CH3:8])=[CH:4][C:5]([CH3:7])=[CH:6][C:1]=2[CH3:13])(=[O:11])=[O:10])[CH2:16][CH2:15]1)(=[O:11])=[O:10]. Procedure: 2-Mesitylenesulfonyl chloride (24.78 g, 0.113 mol) in pyridine (60 ml) was added all at once to 4-piperidine-ethanol (5.58 g, 43.2 mmol) in pyridine (25 ml) at −16° C.; the temperature rose to −11° C. The flask was stored in the refrigerator at 5.5° C. for 44 hours under argon. The reaction mixture was poured into ice (1 kg) and after 3 hours, 16.00 g (75%) of (2) as a yellow solid was filtered off: mp 93.5-94° C.; NMR (CDCl3/TMS) δ 1.4-2.1 (m, 7H), 2.27 (s, 6H), 2.44-2.96 (m+s, 14H), 3.37-3.69 ...